Dataset: the Open Reaction Database (ORD), a public repository of structured organic reaction records. Task: describe an organic reaction: reactants, conditions, products, and yield Reactants: Cc1nc(CO)c2c(n1)N(Cc1ccc(Br)cc1)C(=O)CC2, CC(C)(C)n1nnnc1-c1ccccc1B(O)O, O=C([O-])[O-], Cc1ccccc1, CCO, CCOC(C)=O, [Na+], [Na+], O, c1ccc(P(c2ccccc2)(c2ccccc2)[Pd](P(c2ccccc2)(c2ccccc2)c2ccccc2)(P(c2ccccc2)(c2ccccc2)c2ccccc2)P(c2ccccc2)(c2ccccc2)c2ccccc2)cc1. The product is Cc1nc(CO)c2c(n1)N(Cc1ccc(-c3ccccc3-c3nnnn3C(C)(C)C)cc1)C(=O)CC2. Reaction SMILES: [Br:1][c:2]1[cH:3][cH:4][c:5]([CH2:8][N:9]2[C:10](=[O:22])[CH2:11][CH2:12][c:13]3[c:14]2[n:15][c:16]([CH3:21])[n:17][c:18]3[CH2:19][OH:20])[cH:6][cH:7]1.[C:23]([CH3:24])([CH3:25])([CH3:26])[n:27]1[n:28][n:29][n:30][c:31]1-[c:32]1[c:33]([B:38]([OH:39])[OH:40])[cH:34][cH:35][cH:36][cH:37]1.[C:41](=[O:42])([O-:43])[O-:44].[CH3:133][c:134]1[cH:135][cH:136][cH:137][cH:138][cH:139]1.[CH3:47][CH2:48][OH:49].[CH3:50][CH2:51][O:52][C:53]([CH3:54])=[O:55].[Na+:45].[Na+:46].[OH2:140].[cH:56]1[cH:57][cH:58][c:59]([P:60]([Pd:61]([P:62]([c:63]2[cH:64][cH:65][cH:66][cH:67][cH:68]2)([c:69]2[cH:70][cH:71][cH:72][cH:73][cH:74]2)[c:75]2[cH:76][cH:77][cH:78][cH:79][cH:80]2)([P:81]([c:82]2[cH:83][cH:84][cH:85][cH:86][cH:87]2)([c:88]2[cH:89][cH:90][cH:91][cH:92][cH:93]2)[c:94]2[cH:95][cH:96][cH:97][cH:98][cH:99]2)[P:100]([c:101]2[cH:102][cH:103][cH:104][cH:105][cH:106]2)([c:107]2[cH:108][cH:109][cH:110][cH:111][cH:112]2)[c:113]2[cH:114][cH:115][cH:116][cH:117][cH:118]2)([c:119]2[cH:120][cH:121][cH:122][cH:123][cH:124]2)[c:125]2[cH:126][cH:127][cH:128][cH:129][cH:130]2)[cH:131][cH:132]1>>[c:2]1(-[c:33]2[c:32](-[c:31]3[n:27]([C:23]([CH3:24])([CH3:25])[CH3:26])[n:28][n:29][n:30]3)[cH:37][cH:36][cH:35][cH:34]2)[cH:3][cH:4][c:5]([CH2:8][N:9]2[C:10](=[O:22])[CH2:11][CH2:12][c:13]3[c:14]2[n:15][c:16]([CH3:21])[n:17][c:18]3[CH2:19][OH:20])[cH:6][cH:7]1.